This data is from the Open Reaction Database (ORD), a public repository of structured organic reaction records. The task is: describe an organic reaction: reactants, conditions, products, and yield The reactants are BrCCOc1ccccc1, O=C([O-])[O-], CCOC(C)=O, CN(C)C=O, [K+], [K+], CCOC(=O)c1ncc[nH]1. Product: CCOC(=O)c1nccn1CCOc1ccccc1. Reaction SMILES: [Br:11][CH2:12][CH2:13][O:14][c:15]1[cH:16][cH:17][cH:18][cH:19][cH:20]1.[C:21](=[O:22])([O-:23])[O-:24].[CH3:27][CH2:28][O:29][C:30](=[O:31])[CH3:32].[CH3:33][N:34]([CH3:35])[CH:36]=[O:37].[K+:25].[K+:26].[nH:1]1[c:2]([C:6](=[O:7])[O:8][CH2:9][CH3:10])[n:3][cH:4][cH:5]1>>[n:1]1([CH2:12][CH2:13][O:14][c:15]2[cH:16][cH:17][cH:18][cH:19][cH:20]2)[c:2]([C:6](=[O:7])[O:8][CH2:9][CH3:10])[n:3][cH:4][cH:5]1. The reactants are C(CCCCCC)OC=1C=C(C(=O)O)C=CC1OCCCCCCC (3,4-Bis(heptyloxy)benzoic acid), C(C(=O)Cl)(=O)Cl (oxalyl chloride). Reagents/catalysts: CN(C=O)C (dimethylformamide). Solvent: C(Cl)Cl (methylene chloride). Conditions: time 2.5 day. Product: C(CCCCCC)OC=1C=C(C(=O)Cl)C=CC1OCCCCCCC (3,4-Bis(heptyloxy)benzoyl chloride). Yield: 100.1%. As a reaction SMILES: [CH2:1]([O:8][C:9]1[CH:10]=[C:11]([CH:15]=[CH:16][C:17]=1[O:18][CH2:19][CH2:20][CH2:21][CH2:22][CH2:23][CH2:24][CH3:25])[C:12](O)=[O:13])[CH2:2][CH2:3][CH2:4][CH2:5][CH2:6][CH3:7].C(Cl)(=O)C([Cl:29])=O>C(Cl)Cl.CN(C)C=O>[CH2:1]([O:8][C:9]1[CH:10]=[C:11]([CH:15]=[CH:16][C:17]=1[O:18][CH2:19][CH2:20][CH2:21][CH2:22][CH2:23][CH2:24][CH3:25])[C:12]([Cl:29])=[O:13])[CH2:2][CH2:3][CH2:4][CH2:5][CH2:6][CH3:7]. Procedure details: To a room temperature mixture of 5 g of product from Example 110 in 80 ml of methylene chloride and 5 drops of dimethylformamide is added 2.72 g of oxalyl chloride. The reaction is stirred at room temperature for 2.5 days and concentrated in vacuo. The residue is dissolved in diethyl ether, passed through a pad of diatomaceous earth and concentrated in vacuo to give 5.27 g of the desired product as colorless crystals. The reactants are O=P12OP3(=O)OP(=O)(O1)OP(=O)(O2)O3 (P2O5), fluoride ion, P(=O)([O-])([O-])[O-].[Na+].[Na+].[Na+] (sodium orthophosphate), Na. The product is [O-]P(=O)([O-])OP(=O)([O-])OP(=O)([O-])[O-].[Na+].[Na+].[Na+].[Na+].[Na+] (sodium tripolyphosphate), fluoride ion. Reaction SMILES: [P:1]([O-:5])([O-:4])([O-:3])=[O:2].[Na+:6].[Na+].[Na+].[O:9]=[P:10]12[O:21]P3(O[P:12]([O:14]P(O3)([O:17]1)=O)(=[O:13])[O:11]2)=O>>[O-:2][P:1]([O:5][P:12]([O:11][P:10]([O-:21])([O-:17])=[O:9])([O-:14])=[O:13])([O-:4])=[O:3].[Na+:6].[Na+:6].[Na+:6].[Na+:6].[Na+:6] |f:0.1.2.3,5.6.7.8.9.10|. Reported procedure: The loaded organic extract fed to stripping column 20 was treated with water countercurrently to extract P2O5 values and yielded a purified acid stream containing the equivalent of 8,978 pounds per hour of P2O5 and 5.6 pounds per hour of fluoride ion. This purified acid was passed through line 22 into make up reactor 24 along with enough sodium carbonate to yield 7,497 pounds per hour of sodium ion. The resulting reaction yielded an ortho liquor containing a sodium orthophosphate solution having... The reactants are C(C)(=O)C1=CC(=NO1)C(=O)O (5-acetylisoxazole-3-carboxylic acid), N[C@H](CN1N=C(C=C1)C1=CC(=C(C#N)C(=C1)F)Cl)C ((s)-4-(1-(2-aminopropyl)-1H-pyrazol-3-yl)-2-chloro-6-fluorobenzonitrile). Product: C(C)(=O)C1=CC(=NO1)C(=O)N[C@H](CN1N=C(C=C1)C1=CC(=C(C(=C1)F)C#N)Cl)C ((S)-5-acetyl-N-(1-(3-(3-chloro-4-cyano-5-fluorophenyl)-1H-pyrazol-1-yl)-propan-2-yl)isoxazole-3-carboxamide). Isolated yield 16.1%. As a reaction SMILES: [C:1]([C:4]1[O:8][N:7]=[C:6]([C:9]([OH:11])=O)[CH:5]=1)(=[O:3])[CH3:2].[NH2:12][C@@H:13]([CH3:30])[CH2:14][N:15]1[CH:19]=[CH:18][C:17]([C:20]2[CH:27]=[C:26]([F:28])[C:23]([C:24]#[N:25])=[C:22]([Cl:29])[CH:21]=2)=[N:16]1>>[C:1]([C:4]1[O:8][N:7]=[C:6]([C:9]([NH:12][C@@H:13]([CH3:30])[CH2:14][N:15]2[CH:19]=[CH:18][C:17]([C:20]3[CH:27]=[C:26]([F:28])[C:23]([C:24]#[N:25])=[C:22]([Cl:29])[CH:21]=3)=[N:16]2)=[O:11])[CH:5]=1)(=[O:3])[CH3:2]. Procedure details: (S)-5-acetyl-N-(1-(3-(3-chloro-4-cyano-5-fluorophenyl)-1H-pyrazol-1-yl)-propan-2-yl)isoxazole-3-carboxamide was prepared using the method of Example 34(d) starting from 5-acetylisoxazole-3-carboxylic acid (0.200 g, 1.292 mmol) and (s)-4-(1-(2-aminopropyl)-1H-pyrazol-3-yl)-2-chloro-6-fluorobenzonitrile (0.3 g, 1.076 mmol). The product was purified by Flash-chromatography. Yield 16.09%. 1H-NMR (400 MHz; CDCl3): δ 1.26 (d, 3H), 2.65 (s, 3H), 4.26 (dd, 1H), 4.46 (dd, 1H), 4.61 (m, 1H), 6.64 (d, 1H),... Reactants: Cl, COc1ccc(CC(C)NC(C)=O)cc1S(N)(=O)=O. Yields the product COc1ccc(CC(C)N)cc1S(N)(=O)=O. Reaction SMILES: [ClH:20].[NH2:1][S:2](=[O:3])(=[O:4])[c:5]1[cH:6][c:7]([CH2:13][CH:14]([CH3:15])[NH:16][C:17](=[O:18])[CH3:19])[cH:8][cH:9][c:10]1[O:11][CH3:12]>>[NH2:1][S:2](=[O:3])(=[O:4])[c:5]1[cH:6][c:7]([CH2:13][CH:14]([CH3:15])[NH2:16])[cH:8][cH:9][c:10]1[O:11][CH3:12]. Starting materials: FC1=C(C=C(C=C1)F)[C@]([C@H](C(=O)N)C)(CN1N=CN=C1)O ((2R,3R)-3-(2,5-difluoro-phenyl)-3-hydroxy-2-methyl-4-[1,2,4]triazol-1-yl-butyramide), O=P(Cl)(Cl)Cl (POCl3), O=P(Cl)(Cl)Cl (POCl3). Product: FC1=C(C=C(C=C1)F)[C@]([C@@H](C#N)C)(CN1N=CN=C1)O ((2R,3R)-3-(2,5-difluorophenyl)-3-hydroxy-2-methyl-4-[1,2,4]triazol-1-yl-butyronitrile). The yield is 185.1%. Reaction SMILES: [F:1][C:2]1[CH:7]=[CH:6][C:5]([F:8])=[CH:4][C:3]=1[C@@:9]([OH:21])([CH2:15][N:16]1[CH:20]=[N:19][CH:18]=[N:17]1)[C@@H:10]([CH3:14])[C:11]([NH2:13])=O.O=P(Cl)(Cl)Cl>>[F:1][C:2]1[CH:7]=[CH:6][C:5]([F:8])=[CH:4][C:3]=1[C@@:9]([OH:21])([CH2:15][N:16]1[CH:20]=[N:19][CH:18]=[N:17]1)[C@H:10]([CH3:14])[C:11]#[N:13]. Procedure details: 5.8 g (20 mmol) of (2R,3R)-3-(2,5-difluoro-phenyl)-3-hydroxy-2-methyl-4-[1,2,4]triazol-1-yl-butyramide were heated with 7.3 ml (78 mmol) of POCl3 at 40° C. for 3 hours. After cooling to room temperature the excess POCl3 was evaporated at reduced pressure to yield crude 10.3 g of (2R,3R)-3-(2,5-difluorophenyl)-3-hydroxy-2-methyl-4-[1,2,4]triazol-1-yl-butyronitrile which was used directly in the next step (Example 14).